From a dataset of the Open Reaction Database (ORD), a public repository of structured organic reaction records. describe an organic reaction: reactants, conditions, products, and yield Reactants: [H-].C(C(C)C)[Al+]CC(C)C (diisobutylaluminum hydride), COC(\C=C\C1CCCCC1)=O ((2E)-3-cyclohexylpropenoic acid methyl ester), CCCCCC (n-Hexane). The solvent is CCOCC (ether), C(C)OCC (diethyl ether). Conditions: time 30 minute. Yields the product C1(CCCCC1)/C=C/CO ((2E)-3-cyclohexyl-2-propen-1-ol). Yield: 82.2%. As a reaction SMILES: C[O:2][C:3](=O)/[CH:4]=[CH:5]/[CH:6]1[CH2:11][CH2:10][CH2:9][CH2:8][CH2:7]1.[H-].C([Al+]CC(C)C)C(C)C.CCCCCC>CCOCC>[CH:6]1(/[CH:5]=[CH:4]/[CH2:3][OH:2])[CH2:11][CH2:10][CH2:9][CH2:8][CH2:7]1 |f:1.2|. Procedure details: 29.25 g (0.174 mol) of (2E)-3-cyclohexylpropenoic acid methyl ester was dissolved in 200 ml of ether (dried over dry nap). Thereto was added 412 ml (0.383 mol) of diisobutylaluminum hydride (n-hexane solution, 0.93N) in an argon stream at -60° C. over a 15-minute period. The mixture was stirred at the same temperature for 30 minutes. n-Hexane and diethyl ether were added. The resulting mixture was washed with a saturated aqueous ammonium chloride solution, hydrochloric acid (0.2N) and a saturate... Starting materials: CCc1ccccc1CC, CSC1(SC)CCC2C3CCC4=CC(=O)C=CC4(C)C3(F)C(O)CC21C. Product: CSC1=CCC2C3CCC4=CC(=O)C=CC4(C)C3(F)C(O)CC12C. RXN SMILES: [CH2:27]([c:28]1[cH:29][cH:30][cH:31][cH:32][c:33]1[CH2:34][CH3:35])[CH3:36].[F:1][C:2]12[C:3]3([CH3:26])[CH:4]=[CH:5][C:6](=[O:25])[CH:7]=[C:8]3[CH2:9][CH2:10][CH:11]1[CH:12]1[CH2:13][CH2:14][C:15]([S:21][CH3:22])([S:23][CH3:24])[C:16]1([CH3:17])[CH2:18][CH:19]2[OH:20]>>[F:1][C:2]12[C:3]3([CH3:26])[CH:4]=[CH:5][C:6](=[O:25])[CH:7]=[C:8]3[CH2:9][CH2:10][CH:11]1[CH:12]1[CH2:13][CH:14]=[C:15]([S:21][CH3:22])[C:16]1([CH3:17])[CH2:18][CH:19]2[OH:20]. Procedure: The temperature of the 2 L-volume flask containing ethylene glycol monoethyl ether acetate was raised until the inner temperature became 80° C., and 2.30 g (0.01 mol) of polymerization initiator V-601 was further added thereto. After stirring for 5 minutes, the monomer mixed solution prepared above was added dropwise with stirring over 6 hours. After the dropwise addition, the solution was further stirred under heating for 2 hours. Thereafter, the reaction solution was cooled to room temperature... The product is C(C)(=O)OC1=CC=C(C=C)C=C1.C(C(=C)C)(=O)OC(C)(C)C.C(C(=C)C)(=O)OC1=CC=CC=C1 (4-acetoxystyrene tert-butyl methacrylate phenyl methacrylate). Reaction conditions: time 5 minute. Starting materials: C(C)(=O)OCCOCC (ethylene glycol monoethyl ether acetate), N(=NC(C(=O)OC)(C)C)C(C(=O)OC)(C)C (V-601), CCCCCC (hexane). Reaction SMILES: [C:1]([O:4][CH2:5][CH2:6]OCC)(=[O:3])[CH3:2].N([C:19]([CH3:25])([CH3:24])[C:20]([O:22][CH3:23])=[O:21])=N[C:12]([CH3:18])([CH3:17])[C:13]([O:15]C)=[O:14].[CH3:26][CH2:27][CH2:28][CH2:29][CH2:30][CH3:31]>>[C:1]([O:4][C:5]1[CH:6]=[CH:12][C:29]([CH:28]=[CH2:27])=[CH:30][CH:31]=1)(=[O:3])[CH3:2].[C:13]([O:15][C:30]([CH3:29])([CH3:31])[CH3:1])(=[O:14])[C:12]([CH3:18])=[CH2:17].[C:20]([O:22][C:23]1[CH:30]=[CH:29][CH:28]=[CH:27][CH:26]=1)(=[O:21])[C:19]([CH3:24])=[CH2:25] |f:3.4.5|. Starting materials: O=C(O)CC1OC(=O)c2ccccc21, CO, Cl. Yields the product COC(=O)CC1OC(=O)c2ccccc21. As a reaction SMILES: [C:1]1(=[O:2])[O:3][CH:4]([CH2:11][C:12](=[O:13])[OH:14])[c:5]2[cH:6][cH:7][cH:8][cH:9][c:10]21.[CH3:15][OH:16].[ClH:17]>>[C:1]1(=[O:2])[O:3][CH:4]([CH2:11][C:12](=[O:13])[O:14][CH3:15])[c:5]2[cH:6][cH:7][cH:8][cH:9][c:10]21. Starting materials: [N+](=O)([O-])C=1C(NC(=NC1)C1=CC=CC=C1)=O (5-nitro-2-phenyl-4(3H)-pyrimidinone), P(=O)(Cl)(Cl)Cl (phosphorus oxychloride). Reaction conditions: temperature 90 celsius, time 4 hour. Yields the product ClC1=NC(=NC=C1[N+](=O)[O-])C1=CC=CC=C1 (4-chloro-5-nitro-2-phenylpyrimidine). Isolated yield 86.0%. Reaction SMILES: [N+:1]([C:4]1[C:5](=O)[NH:6][C:7]([C:10]2[CH:15]=[CH:14][CH:13]=[CH:12][CH:11]=2)=[N:8][CH:9]=1)([O-:3])=[O:2].P(Cl)(Cl)([Cl:19])=O>>[Cl:19][C:5]1[C:4]([N+:1]([O-:3])=[O:2])=[CH:9][N:8]=[C:7]([C:10]2[CH:15]=[CH:14][CH:13]=[CH:12][CH:11]=2)[N:6]=1. Reported procedure: A mixture of 5-nitro-2-phenyl-4(3H)-pyrimidinone (6 g) and phosphorus oxychloride (8.5 g) is stirred at 90° C. for four hours. After cooling, the reaction mixture is concentrated under reduced pressure, and the residue is dissolved in chloroform. To the mixture is added ice-water, and the mixture is stirred. The mixture is neutralized with 1N aqueous sodium hydroxide solution, and the chloroform layer is separated, dried over anhydrous sodium sulfate, and concentrated under reduced pressure. The... Reactants: NC(=C(C(=O)OCC)N(C(CCCC)=O)CC1=CC=C(C=C1)C1=C(C=CC=C1)S(=O)(=O)NC(=O)NCCC)SC (ethyl 3-amino-2-[[[2'-[[[(propylamino)-carbonyl]-amino]sulfonyl]-(1,1'-biphenyl)-4-yl]-methyl]-(1-oxopentyl)-amino]-3-(methylthio)-2-propenoate), COC (dimethyl ether), O (water). Solvent: C(CO)O (ethylene glycol), S(O)(O)(=O)=O (sulfuric acid). Reaction conditions: time 1 hour. Product: C(#N)C(C(=O)OCC)N(C(CCCC)=O)CC1=CC=C(C=C1)C1=C(C=CC=C1)S(=O)(=O)N=CN(C)C (ethyl cyano-[[[2'-[[[(dimethylamino)methylene]amino]sulfonyl](1,1'-biphenyl)4-yl]methyl](1-oxopentyl)amino]acetate). RXN SMILES: [NH2:1][C:2](SC)=[C:3]([N:9]([CH2:16][C:17]1[CH:22]=[CH:21][C:20]([C:23]2[CH:28]=[CH:27][CH:26]=[CH:25][C:24]=2[S:29]([NH:32][C:33]([NH:35][CH2:36]CC)=O)(=[O:31])=[O:30])=[CH:19][CH:18]=1)[C:10](=[O:15])[CH2:11][CH2:12][CH2:13][CH3:14])[C:4]([O:6][CH2:7][CH3:8])=[O:5].O.[CH3:42]OC>C(O)CO.S(=O)(=O)(O)O>[C:2]([CH:3]([N:9]([CH2:16][C:17]1[CH:18]=[CH:19][C:20]([C:23]2[CH:28]=[CH:27][CH:26]=[CH:25][C:24]=2[S:29]([N:32]=[CH:33][N:35]([CH3:36])[CH3:42])(=[O:30])=[O:31])=[CH:21][CH:22]=1)[C:10](=[O:15])[CH2:11][CH2:12][CH2:13][CH3:14])[C:4]([O:6][CH2:7][CH3:8])=[O:5])#[N:1]. Reported procedure: 200 mg of the product of Stage C of Example 3 were dissolved in 5 ml of dimethyl ether of ethylene glycol and 1 ml of concentrated sulfuric acid was added at ambient temperature. After stirring for one hour, water was added while cooling in an ice bath. Extraction was carried out with dichloromethane and the organic phases .were washed and dried. The solvent was evaporated under reduced pressure to obtain 180 mg of crude product which was crystallized from ethyl acetate to obtain 140 mg of the e... Starting materials: ClC1=CC=[N+](C=C1)[O-] (4-chloropyridine-N-oxide), C[Si](C)(C)C#N (trimethylsilyl cyanide). Yields the product ClC1=CC(=NC=C1)C#N (4-Chloropyridine-2-carbonitrile). Yield: 92.0%. RXN SMILES: [Cl:1][C:2]1[CH:7]=[CH:6][N+:5]([O-])=[CH:4][CH:3]=1.C[Si]([C:13]#[N:14])(C)C>>[Cl:1][C:2]1[CH:7]=[CH:6][N:5]=[C:4]([C:13]#[N:14])[CH:3]=1. Procedure details: The general procedure of Referential Example 15 was repeated through use of 4-chloropyridine-N-oxide (6.00 g) and trimethylsilyl cyanide (17.5 mL), to thereby give the title compound as a solid (5.89 g, 92%).